The task is: describe an organic reaction: reactants, conditions, products, and yield. This data is from the Open Reaction Database (ORD), a public repository of structured organic reaction records. Starting materials: O=C1OCCC1C(C(F)(F)F)(O)O (2,3,4,5-tetrahydro-2-oxo-3-(2,2,2-trifluoro-1,1-dihyroxyethyl)furan), Cl (HCl), C(C)(=O)O (acetic acid), three, Cl (HCl). Run in O (water), O (water). Run at temperature 125 celsius. Product: FC(C(CCCO)=O)(F)F (1,1,1-trifluoro-5-hydroxy-2-pentanone). Isolated yield 125.1%. Reaction SMILES: O=C1[CH:6]([C:7](O)([OH:12])[C:8]([F:11])([F:10])[F:9])[CH2:5][CH2:4][O:3]1.Cl.C(O)(=O)C>O>[F:9][C:8]([F:11])([F:10])[C:7](=[O:12])[CH2:6][CH2:5][CH2:4][OH:3]. Reported procedure: A 500 mL three neck round bottom flask, fitted with reflux condenser, heating mantle, and magnetic stirrer was charged with 61.5 g(0.31 M) of 2,3,4,5-tetrahydro-2-oxo-3-(2,2,2-trifluoro-1,1-dihyroxyethyl)furan, 6.4 mL of concentrated HCl, 10 mL of water, and 80 mL of acetic acid. The reaction mixture was heated at 125° C. overnight. An additional 3.0 mL of concentrated HCl and 5.0 mL of water was added and the reaction mixture was heated for an additional 10 hours. The reaction was partitioned b...